Dataset: the Open Reaction Database (ORD), a public repository of structured organic reaction records. Task: describe an organic reaction: reactants, conditions, products, and yield Reactants: O=C([O-])[O-], CS(=O)(=O)OCCNC(=O)OCc1ccccc1, CS(C)=O, [K+], [K+], O, Oc1ccc(-c2cocn2)cc1. The product is O=C(NCCOc1ccc(-c2cocn2)cc1)OCc1ccccc1. Reaction SMILES: [C:31](=[O:32])([O-:33])[O-:34].[CH2:13]([c:14]1[cH:15][cH:16][cH:17][cH:18][cH:19]1)[O:20][C:21](=[O:22])[NH:23][CH2:24][CH2:25][O:26][S:27]([CH3:28])(=[O:29])=[O:30].[CH3:38][S:39]([CH3:40])=[O:41].[K+:35].[K+:36].[OH2:37].[o:1]1[cH:2][n:3][c:4](-[c:6]2[cH:7][cH:8][c:9]([OH:12])[cH:10][cH:11]2)[cH:5]1>>[o:1]1[cH:2][n:3][c:4](-[c:6]2[cH:7][cH:8][c:9]([O:12][CH2:25][CH2:24][NH:23][C:21]([O:20][CH2:13][c:14]3[cH:15][cH:16][cH:17][cH:18][cH:19]3)=[O:22])[cH:10][cH:11]2)[cH:5]1. The reactants are C1CCOC1, CO, NC(=O)C1CC(c2nc(-c3ccc4ccc(-c5ccccc5)nc4c3)c3c(N)nccn23)C1, [Na+], [OH-]. Yields the product Nc1nccn2c(C3CC(C(=O)O)C3)nc(-c3ccc4ccc(-c5ccccc5)nc4c3)c12. Reaction SMILES: [CH2:36]1[O:37][CH2:38][CH2:39][CH2:40]1.[CH3:41][OH:42].[NH2:1][c:2]1[c:3]2[n:4]([cH:5][cH:6][n:7]1)[c:8]([CH:27]1[CH2:28][CH:29]([C:31](=[O:32])[NH2:33])[CH2:30]1)[n:9][c:10]2-[c:11]1[cH:12][cH:13][c:14]2[cH:15][cH:16][c:17](-[c:21]3[cH:22][cH:23][cH:24][cH:25][cH:26]3)[n:18][c:19]2[cH:20]1.[Na+:35].[OH-:34]>>[NH2:1][c:2]1[c:3]2[n:4]([cH:5][cH:6][n:7]1)[c:8]([CH:27]1[CH2:28][CH:29]([C:31]([OH:32])=[O:34])[CH2:30]1)[n:9][c:10]2-[c:11]1[cH:12][cH:13][c:14]2[cH:15][cH:16][c:17](-[c:21]3[cH:22][cH:23][cH:24][cH:25][cH:26]3)[n:18][c:19]2[cH:20]1. The reactants are Fc1ccccc1-c1nc(-n2ccc3cnccc32)c2cc(Br)ccc2n1, O=C([O-])[O-], CNC(=O)OC(C)(C)C, [Cs+], [Cs+], NC(CO)(CO)CO, C1CCOC1, O. Yields the product CN(C(=O)OC(C)(C)C)c1ccc2nc(-c3ccccc3F)nc(-n3ccc4cnccc43)c2c1. RXN SMILES: [Br:1][c:2]1[cH:3][c:4]2[c:5](-[n:19]3[cH:20][cH:21][c:22]4[cH:23][n:24][cH:25][cH:26][c:27]34)[n:6][c:7](-[c:12]3[c:13]([F:18])[cH:14][cH:15][cH:16][cH:17]3)[n:8][c:9]2[cH:10][cH:11]1.[C:28](=[O:29])([O-:30])[O-:31].[C:34]([CH3:35])([CH3:36])([CH3:37])[O:38][C:39]([NH:40][CH3:41])=[O:42].[Cs+:32].[Cs+:33].[NH2:43][C:44]([CH2:45][OH:46])([CH2:47][OH:48])[CH2:49][OH:50].[O:51]1[CH2:52][CH2:53][CH2:54][CH2:55]1.[OH2:56]>>[c:2]1([N:40]([C:39]([O:38][C:34]([CH3:35])([CH3:36])[CH3:37])=[O:42])[CH3:41])[cH:3][c:4]2[c:5](-[n:19]3[cH:20][cH:21][c:22]4[cH:23][n:24][cH:25][cH:26][c:27]34)[n:6][c:7](-[c:12]3[c:13]([F:18])[cH:14][cH:15][cH:16][cH:17]3)[n:8][c:9]2[cH:10][cH:11]1.